From a dataset of the Open Reaction Database (ORD), a public repository of structured organic reaction records. describe an organic reaction: reactants, conditions, products, and yield Reactants: C[O-].[Na+] (sodium methylate), ClC1=C(C=CC(=C1)Cl)O (2,4-dichlorophenol), ClC(=CC(CCCl)(C)C)Cl (1,1,5-trichloro-3,3-dimethyl-1-pentene). Run in C(Cl)Cl (methylene chloride), CN1C(CCC1)=O (N-methylpyrrolidone). Run at temperature 200 celsius, time 6 hour. Yields the product ClC(=CC(CCOC1=C(C=C(C=C1)Cl)Cl)(C)C)OC1=C(C=C(C=C1)Cl)Cl (1-chloro-3,3-dimethyl-1,5-di(2,4-dichlorophenoxy)-1-pentene). Isolated yield 90.0%. Reaction SMILES: [Cl:1][C:2]1[CH:7]=[C:6]([Cl:8])[CH:5]=[CH:4][C:3]=1[OH:9].[CH3:10][O-:11].[Na+].Cl[C:14](Cl)=[CH:15][C:16]([CH3:21])([CH3:20])[CH2:17][CH2:18][Cl:19]>CN1CCCC1=O.C(Cl)Cl>[Cl:19][C:18]([O:11][C:10]1[CH:4]=[CH:3][C:2]([Cl:1])=[CH:7][C:6]=1[Cl:8])=[CH:17][C:16]([CH3:21])([CH3:20])[CH2:15][CH2:14][O:9][C:3]1[CH:4]=[CH:5][C:6]([Cl:8])=[CH:7][C:2]=1[Cl:1] |f:1.2|. Procedure details: 489 g (3 mols) of 2,4-dichlorophenol are dissolved in 1.2 liters of N-methylpyrrolidone, and 600 ml (3 mols) of a 30% strength solution of sodium methylate are added. Methanol and 200 ml of N-methylpyrrolidone are distilled off at 20 mbar. 201 g (1 mol) of 1,1,5-trichloro-3,3-dimethyl-1-pentene are slowly added dropwise at 200° C. and atmospheric pressure. The mixture is then stirred at 200° C. for 6 hours. The solution obtained is diluted with methylene chloride and extracted by shaking several...